From a dataset of the Open Reaction Database (ORD), a public repository of structured organic reaction records. describe an organic reaction: reactants, conditions, products, and yield Starting materials: C[O-].[Na+] (sodium methoxide), C(C)OC(C)=O (ethylacetate), Cl.CC1=CC=CC(=N1)C(=N)N (6-methyl-2-picoline amidine hydrochloride), CCCCCC (n-hexane). Solvent: CO (methanol), CN(C(=CC(=O)C1=CC=CC=C1)C)C (3-dimethylamino-1-phenyl-2-butene-1-one), CO (methanol). Yields the product CC1=CC=CC(=N1)C1=NC=CC(=N1)C1=CC=CC=C1 (2-(6-methyl-2-pyridinyl)-4-phenylpyrimidine). Reaction SMILES: Cl.[CH3:2][C:3]1[N:8]=[C:7]([C:9]([NH2:11])=[NH:10])[CH:6]=[CH:5][CH:4]=1.[CH3:12][O-].[Na+].[CH3:15][CH2:16][CH2:17][CH2:18][CH2:19][CH3:20].C(O[C:24](=O)[CH3:25])C>CO.CN(C)C(C)=CC(C1C=CC=CC=1)=O>[CH3:2][C:3]1[N:8]=[C:7]([C:9]2[N:11]=[C:17]([C:18]3[CH:25]=[CH:24][CH:12]=[CH:20][CH:19]=3)[CH:16]=[CH:15][N:10]=2)[CH:6]=[CH:5][CH:4]=1 |f:0.1,2.3|. Procedure: To the mixture of 6-methyl-2-picoline amidine hydrochloride (1.5 g) and methanol (50 ml) were added 28% sodium methoxide solution in methanol (2.2 g) and 3-dimethylamino-1-phenyl-2-butene-1-one (1.7 g). After the mixture was heated under reflux for 2 hours, it was concentrated under reduced pressure. The residue obtained was subjected to silica gel column chromatography (eluent; n-hexane:ethylacetate=2:1 in volume) to obtain 2-(6-methyl-2-pyridinyl)-4-phenylpyrimidine (1.6 g).